This data is from the Open Reaction Database (ORD), a public repository of structured organic reaction records. The task is: describe an organic reaction: reactants, conditions, products, and yield Starting materials: CS(=O)(=O)C1=CC=C(C=C1)C=1OC2(C(C1)=O)CCOCC2 (2-{4-(methylsulfonyl)phenyl}-1,8-dioxa-spiro[4,5]dec-2-en-4-one), FC(C(=O)OI(OC(C(F)(F)F)=O)C1=CC=CC=C1)(F)F ([bis(trifluoroacetoxy)iodo]benzene), II (iodine). RXN SMILES: [CH3:1][S:2]([C:5]1[CH:10]=[CH:9][C:8]([C:11]2[O:12][C:13]3([CH2:21][CH2:20][O:19][CH2:18][CH2:17]3)[C:14](=[O:16])[CH:15]=2)=[CH:7][CH:6]=1)(=[O:4])=[O:3].FC(F)(F)C(O[I:27](C1C=CC=CC=1)OC(=O)C(F)(F)F)=O.II>ClCCl>[I:27][C:15]1[C:14](=[O:16])[C:13]2([CH2:21][CH2:20][O:19][CH2:18][CH2:17]2)[O:12][C:11]=1[C:8]1[CH:9]=[CH:10][C:5]([S:2]([CH3:1])(=[O:3])=[O:4])=[CH:6][CH:7]=1. Yield: 77.5%. Product: IC1=C(OC2(C1=O)CCOCC2)C2=CC=C(C=C2)S(=O)(=O)C (3-iodo-2-{4-(methylsulfonyl)phenyl}-1,8-dioxa-spiro[4,5]dec-2-en-4-one). Procedure details: A mixed solution of 2-{4-(methylsulfonyl)phenyl}-1,8-dioxa-spiro[4,5]dec-2-en-4-one (0.55 g), [bis(trifluoroacetoxy)iodo]benzene (0.84 g) and iodine (0.45 g) in 50 ml dichloromethane was stirred for 6 hours at room temperature. Then the reaction was quenched by adding 10 ml aqueous saturated sodium thiosulfate. The organic layer was washed with brine and was concentrated under reduced pressure. The resulting crude product was purified by column chromatography (hexane/ethylacetate) to afford 0.6 ... Run in ClCCl (dichloromethane). Reactants: ice, Br.NC=1SC(=CN1)Br (2-amino-5- bromothiazole monohydrobromide), C([O-])([O-])=O.[K+].[K+] (potassium carbonate), N1CCOCC1 (morpholine). The solvent is CN(C)C=O (DMF). Reaction conditions: temperature 60 celsius, time 30 minute. Yields the product N1(CCOCC1)C1=CN=C(S1)N (5-morpholin-4-yl-thiazol-2-ylamine). Yield: 66.7%. Reaction SMILES: Br.[NH2:2][C:3]1[S:4][C:5](Br)=[CH:6][N:7]=1.C(=O)([O-])[O-].[K+].[K+].[NH:15]1[CH2:20][CH2:19][O:18][CH2:17][CH2:16]1>CN(C=O)C>[N:15]1([C:5]2[S:4][C:3]([NH2:2])=[N:7][CH:6]=2)[CH2:20][CH2:19][O:18][CH2:17][CH2:16]1 |f:0.1,2.3.4|. Reported procedure: To a mixture of 2-amino-5- bromothiazole monohydrobromide (2 gm, 7.69 mmol) and powdered potassium carbonate (2.1 gm, 15.38 mmol) in DMF (20 mL) was added morpholine (1.34 ml, 15.38 mmol) under argon atmosphere and heated at 60° C. for 3 hr. Reaction mixture was cooled to rt and poured over ice cold water (100 ml), extracted with ethylacetate (3×100 ml), washed with brine solution, dried over anhydrous sodium sulfate, filtered and concentrated under reduced pressure. To the residue, diisopropyl ... Starting materials: OC=1N=CC(=NC1)C(=O)O (5-hydroxypyrazine-2-carboxylic acid), Cl.O1CCOCC1 (hydrochloric acid dioxane). Run in CO (methanol). Reaction conditions: temperature 60 celsius, time 1.5 hour. Yields the product OC=1N=CC(=NC1)C(=O)OC (Methyl 5-hydroxypyrazine-2-carboxylate). The yield is 61.0%. As a reaction SMILES: [OH:1][C:2]1[N:3]=[CH:4][C:5]([C:8]([OH:10])=[O:9])=[N:6][CH:7]=1.Cl.O1CCOC[CH2:13]1>CO>[OH:1][C:2]1[N:3]=[CH:4][C:5]([C:8]([O:10][CH3:13])=[O:9])=[N:6][CH:7]=1 |f:1.2|. Reported procedure: Commercially available 5-hydroxypyrazine-2-carboxylic acid (1.00 g, 7.14 mmol) was dissolved in methanol (5 mL), and a 4N hydrochloric acid/dioxane solution (25 mL) was added, followed by stirring at 60° C. for 1.5 hours and heating to reflux at 80° C. for 2.5 hours. The reaction solution was brought back to room temperature, the solvent was distilled off under reduced pressure, and ethyl acetate (20 mL) was added to the resulting residue to allow it to be suspended. The resulting precipitate wa... Reactants: CC[C@@H]1[C@@]([C@@H]([C@H](/C(=N/OCOCCOC)/[C@@H](C[C@@]([C@@H]([C@H]([C@@H]([C@H](C(=O)O1)C)O[C@H]2C[C@@]([C@H]([C@@H](O2)C)O)(C)OC)C)O[C@H]3[C@@H]([C@H](C[C@H](O3)C)N(C)C)O)(C)O)C)C)O)(C)O (Roxithromycin). Run in Eudragit RS100, C(Cl)Cl (methylene chloride). Conditions: time 5 day. Yields the product CC[C@@H]1[C@@]([C@@H]([C@H](/C(=N\OCOCCOC)/[C@@H](C[C@@]([C@@H]([C@H]([C@@H]([C@H](C(=O)O1)C)O[C@H]2C[C@@]([C@H]([C@@H](O2)C)O)(C)OC)C)O[C@H]3[C@@H]([C@H](C[C@H](O3)C)N(C)C)OCOCCOC)(C)O)C)C)O)(C)O (Roxithromycin—I). As a reaction SMILES: [CH3:1][CH2:2][C@H:3]1[O:25][C:23](=[O:24])[C@H:22]([CH3:26])[C@@H:21]([O:27][C@@H:28]2[O:33][C@@H:32]([CH3:34])[C@H:31]([OH:35])[C@@:30]([O:37][CH3:38])([CH3:36])[CH2:29]2)[C@H:20]([CH3:39])[C@@H:19]([O:40][C@@H:41]2[O:46][C@H:45]([CH3:47])[CH2:44][C@H:43]([N:48]([CH3:50])[CH3:49])[C@H:42]2[OH:51])[C@@:18]([OH:53])([CH3:52])[CH2:17][C@@H:16]([CH3:54])/[C:7](=[N:8]\[O:9][CH2:10][O:11][CH2:12][CH2:13][O:14][CH3:15])/[C@H:6]([CH3:55])[C@@H:5]([OH:56])[C@@:4]1([OH:58])[CH3:57]>C(Cl)Cl>[CH3:1][CH2:2][C@H:3]1[O:25][C:23](=[O:24])[C@H:22]([CH3:26])[C@@H:21]([O:27][C@@H:28]2[O:33][C@@H:32]([CH3:34])[C@H:31]([OH:35])[C@@:30]([O:37][CH3:38])([CH3:36])[CH2:29]2)[C@H:20]([CH3:39])[C@@H:19]([O:40][C@@H:41]2[O:46][C@H:45]([CH3:47])[CH2:44][C@H:43]([N:48]([CH3:49])[CH3:50])[C@H:42]2[O:51][CH2:10][O:11][CH2:12][CH2:13][O:14][CH3:15])[C@@:18]([OH:53])([CH3:52])[CH2:17][C@@H:16]([CH3:54])/[C:7](=[N:8]/[O:9][CH2:10][O:11][CH2:12][CH2:13][O:14][CH3:15])/[C@H:6]([CH3:55])[C@@H:5]([OH:56])[C@@:4]1([OH:58])[CH3:57]. Procedure: Roxithromycin (30 grams) was dissolved in a solution of Eudragit RS100 (70 grams) in methylene chloride (560 grams). The solution was pumped through an atomising nozzle into a spray drier with an inlet air temperature of 55° C. The powder was collected and suspended in a 0.05M glycine buffer at pH 10 containing 1% polyvinylpyrollidone. The taste due to the roxithromycin was not detectable 5 days after preparation. Reactants: CC(C)(C)OC(=O)NCCOc1ccc(CCCCNC(=O)OCc2ccccc2)cc1, CCO, [H][H]. Product: CC(C)(C)OC(=O)NCCOc1ccc(CCCCN)cc1. Reaction SMILES: [CH2:1]([O:2][C:3](=[O:4])[NH:10][CH2:11][CH2:12][CH2:13][CH2:14][c:15]1[cH:16][cH:17][c:18]([O:21][CH2:22][CH2:23][NH:24][C:25](=[O:26])[O:27][C:28]([CH3:29])([CH3:30])[CH3:31])[cH:19][cH:20]1)[c:5]1[cH:6][cH:7][cH:8][cH:9][cH:32]1.[CH3:35][CH2:36][OH:37].[H:33][H:34]>>[NH2:10][CH2:11][CH2:12][CH2:13][CH2:14][c:15]1[cH:16][cH:17][c:18]([O:21][CH2:22][CH2:23][NH:24][C:25](=[O:26])[O:27][C:28]([CH3:29])([CH3:30])[CH3:31])[cH:19][cH:20]1.